The task is: describe an organic reaction: reactants, conditions, products, and yield. This data is from the Open Reaction Database (ORD), a public repository of structured organic reaction records. The reactants are O=c1c2cc(F)ccc2[nH]c(=S)n1-c1ccccc1Cl, O=P(Cl)(Cl)Cl. Product: O=c1c2cc(F)ccc2nc(Cl)n1-c1ccccc1Cl. As a reaction SMILES: [Cl:1][c:2]1[c:3](-[n:8]2[c:9](=[S:20])[nH:10][c:11]3[cH:12][cH:13][c:14]([F:19])[cH:15][c:16]3[c:17]2=[O:18])[cH:4][cH:5][cH:6][cH:7]1.[P:21]([Cl:22])([Cl:23])([Cl:24])=[O:25]>>[Cl:1][c:2]1[c:3](-[n:8]2[c:9]([Cl:23])[n:10][c:11]3[cH:12][cH:13][c:14]([F:19])[cH:15][c:16]3[c:17]2=[O:18])[cH:4][cH:5][cH:6][cH:7]1. The reactants are CC(=O)O, Cl, NC(=O)NC1(C(=O)O)CCOc2ccc(F)cc21, [K+], O=[Mn](=O)(=O)[O-], [Na+], O=[Mn](=O)(=O)[O-], O, O=S([O-])O. Yields the product O=C1CCOc2ccc(F)cc21. RXN SMILES: [CH3:37][C:38](=[O:39])[OH:40].[ClH:30].[F:7][c:8]1[cH:9][c:10]2[c:15]([cH:16][cH:17]1)[O:14][CH2:13][CH2:12][C:11]2([NH:18][C:19]([NH2:20])=[O:21])[C:22]([OH:23])=[O:24].[K+:6].[Mn:1]([O-:2])(=[O:3])(=[O:4])=[O:5].[Na+:35].[O-:25][Mn:26](=[O:27])(=[O:28])=[O:29].[OH2:36].[S:31](=[O:32])([OH:33])[O-:34]>>[F:7][c:8]1[cH:9][c:10]2[c:15]([cH:16][cH:17]1)[O:14][CH2:13][CH2:12][C:11]2=[O:25]. Starting materials: ClC=1C=NC=C(C1NC(=O)C1=CC=C2C(=CN(C2=C1)S(=O)(=O)C1=CC=C(C=C1)C)C=O)Cl (N-(3,5-dichloro-pyridin-4-yl)-3-formyl-1-(toluene-4-sulphonyl)-1H-indole-6-carboxamide), C[Mg]Br (methylmagnesium bromide). Solvent: O1CCCC1 (tetrahydofuran), C(C)OCC (diethyl ether). Run at time 2 hour. Product: ClC=1C=NC=C(C1NC(=O)C1=CC=C2C(=CN(C2=C1)S(=O)(=O)C1=CC=C(C=C1)C)C(C)O)Cl (N-(3,5-Dichloro-pyridin-4-yl)-3-(1-hydroxyethyl)-1-(toluene-4-sulphonyl)-1H-indole-6-carboxamide). As a reaction SMILES: [Cl:1][C:2]1[CH:3]=[N:4][CH:5]=[C:6]([Cl:32])[C:7]=1[NH:8][C:9]([C:11]1[CH:19]=[C:18]2[C:14]([C:15]([CH:30]=[O:31])=[CH:16][N:17]2[S:20]([C:23]2[CH:28]=[CH:27][C:26]([CH3:29])=[CH:25][CH:24]=2)(=[O:22])=[O:21])=[CH:13][CH:12]=1)=[O:10].[CH3:33][Mg]Br>O1CCCC1.C(OCC)C>[Cl:32][C:6]1[CH:5]=[N:4][CH:3]=[C:2]([Cl:1])[C:7]=1[NH:8][C:9]([C:11]1[CH:19]=[C:18]2[C:14]([C:15]([CH:30]([OH:31])[CH3:33])=[CH:16][N:17]2[S:20]([C:23]2[CH:28]=[CH:27][C:26]([CH3:29])=[CH:25][CH:24]=2)(=[O:22])=[O:21])=[CH:13][CH:12]=1)=[O:10]. Procedure: A stirred solution of N-(3,5-dichloro-pyridin-4-yl)-3-formyl-1-(toluene-4-sulphonyl)-1H-indole-6-carboxamide (0.1 g, Example 17) in tetrahydofuran (3 ml), at 0° C., was treated with a solution of methylmagnesium bromide in diethyl ether (0.11 ml, 3M). The mixture was allowed to warm to room temperature then stirred for 2 hours. The reaction mixture was quenched with water (15 ml) and then extracted with ethyl acetate (15 ml). The organic extract was dried over sodium sulphate then evaporated. Th... The reactants are Cc1cc(Br)cc(C)c1OCCNC(C)C(O)c1ccc(O)cc1, C1COCCO1, CCO, Cc1cc(OCC(=O)O)ccc1B1OC(C)(C)C(C)(C)O1, [Cs+], [F-], C1CCOC1, O, [Pd], c1ccc(P(c2ccccc2)c2ccccc2)cc1, c1ccc(P(c2ccccc2)c2ccccc2)cc1, c1ccc(P(c2ccccc2)c2ccccc2)cc1, c1ccc(P(c2ccccc2)c2ccccc2)cc1. Product: Cc1cc(OCC(=O)O)ccc1-c1cc(C)c(OCCNC(C)C(O)c2ccc(O)cc2)c(C)c1. RXN SMILES: [Br:1][c:2]1[cH:3][c:4]([CH3:24])[c:5]([O:6][CH2:7][CH2:8][NH:9][CH:10]([CH:11]([OH:12])[c:13]2[cH:14][cH:15][c:16]([OH:19])[cH:17][cH:18]2)[CH3:20])[c:21]([CH3:23])[cH:22]1.[CH2:48]1[O:49][CH2:50][CH2:51][O:52][CH2:53]1.[CH3:137][CH2:138][OH:139].[CH3:25][c:26]1[cH:27][c:28]([O:29][CH2:30][C:31](=[O:32])[OH:33])[cH:34][cH:35][c:36]1[B:37]1[O:38][C:39]([CH3:40])([CH3:41])[C:42]([CH3:43])([CH3:44])[O:45]1.[Cs+:47].[F-:46].[O:54]1[CH2:55][CH2:56][CH2:57][CH2:58]1.[OH2:136].[Pd:59].[c:117]1([P:118]([c:119]2[cH:120][cH:121][cH:122][cH:123][cH:124]2)[c:125]2[cH:126][cH:127][cH:128][cH:129][cH:130]2)[cH:131][cH:132][cH:133][cH:134][cH:135]1.[c:60]1([P:61]([c:62]2[cH:63][cH:64][cH:65][cH:66][cH:67]2)[c:68]2[cH:69][cH:70][cH:71][cH:72][cH:73]2)[cH:74][cH:75][cH:76][cH:77][cH:78]1.[c:79]1([P:80]([c:81]2[cH:82][cH:83][cH:84][cH:85][cH:86]2)[c:87]2[cH:88][cH:89][cH:90][cH:91][cH:92]2)[cH:93][cH:94][cH:95][cH:96][cH:97]1.[c:98]1([P:99]([c:100]2[cH:101][cH:102][cH:103][cH:104][cH:105]2)[c:106]2[cH:107][cH:108][cH:109][cH:110][cH:111]2)[cH:112][cH:113][cH:114][cH:115][cH:116]1>>[c:2]1(-[c:36]2[c:26]([CH3:25])[cH:27][c:28]([O:29][CH2:30][C:31](=[O:32])[OH:33])[cH:34][cH:35]2)[cH:3][c:4]([CH3:24])[c:5]([O:6][CH2:7][CH2:8][NH:9][CH:10]([CH:11]([OH:12])[c:13]2[cH:14][cH:15][c:16]([OH:19])[cH:17][cH:18]2)[CH3:20])[c:21]([CH3:23])[cH:22]1. Starting materials: C(CCCC)OC1=CC=C(C=C1)C1=CC=C(C=C1)C1=CC=CC=C1 (4"-(n-pentyloxy)- 1,1':4',1"-terphenyl), 4-carboxylic acid, C1(CCCCC1)N=C=NC1CCCCC1 (dicyclohexylcarbodiimide), FC1=C(C(=C(C(=C1O)F)F)F)F (pentafluorophenol). The solvent is C(C)(=O)OCC (ethyl acetate). Conditions: temperature 25 celsius, time 18 hour. Yields the product C1(=CC=CC=C1)C1=CC=C(C=C1)C1=CC=CC=C1 (1,1':4',1"-terphenyl). Reaction SMILES: C(O[C:7]1[CH:12]=[CH:11][C:10]([C:13]2[CH:18]=[CH:17][C:16]([C:19]3[CH:24]=[CH:23][CH:22]=[CH:21][CH:20]=3)=[CH:15][CH:14]=2)=[CH:9][CH:8]=1)CCCC.C1(N=C=NC2CCCCC2)CCCCC1.FC1C(O)=C(F)C(F)=C(F)C=1F>C(OCC)(=O)C>[C:10]1([C:13]2[CH:18]=[CH:17][C:16]([C:19]3[CH:20]=[CH:21][CH:22]=[CH:23][CH:24]=3)=[CH:15][CH:14]=2)[CH:9]=[CH:8][CH:7]=[CH:12][CH:11]=1. Reported procedure: To a mixture of 4"-(n-pentyloxy)- 1,1':4',1"-terphenyl!-4-carboxylic acid (10.5 mmol) and dicyclohexylcarbodiimide (10.5 mmol) in ethyl acetate at 0° C. is added pentafluorophenol (11.5 mmol). The mixture is stirred at 25° C. for a period of 18 h, producing a precipitate. The mixture is filtered. The filtrate is washed with water and brine and dried with magnesium sulfate. The solvent is removed in vacuo to obtain pentafluorophenyl 4"-(n-pentytoxy)- 1,1':4',1"-terphenyl!-4-carboxylate, C30H23F5O... Reactants: O=C(Cl)C(CCCBr)(c1ccc(F)cc1)c1ccc(F)cc1, CCO, Cc1ccccc1. Yields the product CCOC(=O)C(CCCBr)(c1ccc(F)cc1)c1ccc(F)cc1. As a reaction SMILES: [Br:1][CH2:2][CH2:3][CH2:4][C:5]([C:6](=[O:7])[Cl:8])([c:9]1[cH:10][cH:11][c:12]([F:15])[cH:13][cH:14]1)[c:16]1[cH:17][cH:18][c:19]([F:22])[cH:20][cH:21]1.[CH3:23][CH2:24][OH:25].[CH3:26][c:27]1[cH:28][cH:29][cH:30][cH:31][cH:32]1>>[Br:1][CH2:2][CH2:3][CH2:4][C:5]([C:6](=[O:7])[O:25][CH2:24][CH3:23])([c:9]1[cH:10][cH:11][c:12]([F:15])[cH:13][cH:14]1)[c:16]1[cH:17][cH:18][c:19]([F:22])[cH:20][cH:21]1.